Dataset: the Open Reaction Database (ORD), a public repository of structured organic reaction records. Task: describe an organic reaction: reactants, conditions, products, and yield Reactants: NC=1SC(=CN1)C(=O)OC (Methyl 2-aminothiazole-5-carboxylate), C(C=C)Br (allyl bromide). Yields the product C(CC)NC=1SC(=CN1)C(=O)OC (methyl 2-propylaminothiazole-5-carboxylate). Reaction SMILES: [NH2:1][C:2]1[S:3][C:4]([C:7]([O:9][CH3:10])=[O:8])=[CH:5][N:6]=1.[CH2:11](Br)[CH:12]=[CH2:13]>>[CH2:11]([NH:1][C:2]1[S:3][C:4]([C:7]([O:9][CH3:10])=[O:8])=[CH:5][N:6]=1)[CH2:12][CH3:13]. Procedure details: Methyl 2-aminothiazole-5-carboxylate, prepared by the procedure described in U.S. Pat. No. 4,001,421, is reacted with allyl bromide using the conditions described in Example 15A. This product is then hydrogenated using the procedure described in Example 15B to give methyl 2-propylaminothiazole-5-carboxylate. The reactants are C(C1=CC=C(C(=O)O)C=C1)(=O)O (terephthalic acid), C(C)(=O)[O-].[Mo+4].C(C)(=O)[O-].C(C)(=O)[O-].C(C)(=O)[O-] (molybdenum acetate). The solvent is CO (methanol). Reaction conditions: time 3 day. The product is [Mo].C(C1=CC=C(C(=O)O)C=C1)(=O)O (terephthalic acid molybdenum). As a reaction SMILES: [C:1]([OH:12])(=[O:11])[C:2]1[CH:10]=[CH:9][C:5]([C:6]([OH:8])=[O:7])=[CH:4][CH:3]=1.C([O-])(=O)C.[Mo+4:17].C([O-])(=O)C.C([O-])(=O)C.C([O-])(=O)C>CO>[Mo:17].[C:1]([OH:12])(=[O:11])[C:2]1[CH:10]=[CH:9][C:5]([C:6]([OH:8])=[O:7])=[CH:4][CH:3]=1 |f:1.2.3.4.5,7.8|. Procedure: 0.854 g (5.14 mmol) of terephthalic acid and 1,000 g (2.34 mmol) of molybdenum acetate were dissolved in 900 ml of methanol. After this was stirred for three days at the room temperature, this was kept still for a few days. Thereafter, its precipitation product was suction-filtered, rinsed sufficiently with methanol and then vacuum-dried for 60° C./4 hours, whereby 1.387 g of target substance was obtained. This substance had the specific surface area of 519 m2 /g. And, a measurement according to... Reactants: BrCCCl (2-bromochloroethane), BrCCBr (1,2-dibromoethane), CN1N=NN=C1SCCCl (1-methyl-5-(2-chloroethylthio)-1H-tetrazole), C(C)OC(=O)C1=NNC(=C1)C(=O)OCC (3,5-diethoxycarbonyl-1H-pyrazole). Product: CN1NN=NC1(SCCCl)CCCl (2-(1-methyl-5-(2-chloroethylthio)-1H-tetrazol-5-yl)ethyl chloride), CN1N=NN=C1SCCCl (1-methyl-5-(2-chloroethylthio)-1H-tetrazole). Reaction SMILES: [CH3:1][N:2]1[C:6]([S:7][CH2:8][CH2:9][Cl:10])=[N:5][N:4]=[N:3]1.C(OC(C1C=C(C(OCC)=O)NN=1)=O)C.Br[CH2:27][CH2:28][Cl:29].BrCCBr>>[CH3:1][N:2]1[C:6]([CH2:27][CH2:28][Cl:29])([S:7][CH2:8][CH2:9][Cl:10])[N:5]=[N:4][NH:3]1.[CH3:1][N:2]1[C:6]([S:7][CH2:8][CH2:9][Cl:10])=[N:5][N:4]=[N:3]1. Procedure: When an equivalent amount of 1-methyl-5-(2-chloroethylthio)-1H-tetrazole is substituted for 3,5-diethoxycarbonyl-1H-pyrazole and an equivalent amount of 2-bromochloroethane is substituted for 1,2-dibromoethane in the procedure of Example 4, 2-(1-methyl-5-(2-chloroethylthio)-1H-tetrazol-5-yl)ethyl chloride is isolated after column chromatography 1-methyl-5-(2-chloroethylthio)-1H-tetrazole, Aldrich, 59%, A). The reactants are COc1cc(OCc2ccccc2)ccc1CC(=O)O, ClCCl, O=C(Cl)C(=O)Cl, CN(C)C=O. The product is COc1cc(OCc2ccccc2)ccc1CC(=O)Cl. RXN SMILES: [CH2:1]([c:2]1[cH:3][cH:4][cH:5][cH:6][cH:7]1)[O:8][c:9]1[cH:10][c:11]([O:19][CH3:20])[c:12]([CH2:15][C:16](=[O:17])[OH:18])[cH:13][cH:14]1.[CH2:32]([Cl:33])[Cl:34].[Cl:21][C:22]([C:23]([Cl:24])=[O:25])=[O:26].[O:27]=[CH:28][N:29]([CH3:30])[CH3:31]>>[CH2:1]([c:2]1[cH:3][cH:4][cH:5][cH:6][cH:7]1)[O:8][c:9]1[cH:10][c:11]([O:19][CH3:20])[c:12]([CH2:15][C:16](=[O:17])[Cl:21])[cH:13][cH:14]1. The reactants are ClC1=CC(=CC=C1)C(=O)OO (m-chloroperbenzoic acid), FC(C1=NC2=C(N1C1=NC(=NC(=N1)N1CCOCC1)N1CCSCC1)C=CC=C2)F (2-(2-difluoromethylbenzimidazol-1-yl)-4-morpholino-6-thiomorpholino-1,3,5-triazine), O (water). Run in ClCCl (dichloromethane). Conditions: time 16 hour. Yields the product FC(C1=NC2=C(N1C1=NC(=NC(=N1)N1CCOCC1)N1CCS(CC1)=O)C=CC=C2)F (2-(2-difluoromethylbenzimidazol-1-yl)-4-morpholino-6-(tetrahydro-1-oxo-1,4-thiazin-4-yl)-1,3,5-triazine). The yield is 42.9%. RXN SMILES: [F:1][CH:2]([F:30])[C:3]1[N:7]([C:8]2[N:13]=[C:12]([N:14]3[CH2:19][CH2:18][O:17][CH2:16][CH2:15]3)[N:11]=[C:10]([N:20]3[CH2:25][CH2:24][S:23][CH2:22][CH2:21]3)[N:9]=2)[C:6]2[CH:26]=[CH:27][CH:28]=[CH:29][C:5]=2[N:4]=1.ClC1C=CC=C(C(OO)=[O:39])C=1.O>ClCCl>[F:30][CH:2]([F:1])[C:3]1[N:7]([C:8]2[N:13]=[C:12]([N:14]3[CH2:19][CH2:18][O:17][CH2:16][CH2:15]3)[N:11]=[C:10]([N:20]3[CH2:25][CH2:24][S:23](=[O:39])[CH2:22][CH2:21]3)[N:9]=2)[C:6]2[CH:26]=[CH:27][CH:28]=[CH:29][C:5]=2[N:4]=1. Procedure: 0.61 g (1.4 mmol) of 2-(2-difluoromethylbenzimidazol-1-yl)-4-morpholino-6-thiomorpholino-1,3,5-triazine dissolved in dichloromethane (20 ml) was added with m-chloroperbenzoic acid (0.35 g, 2.0 mmol) and stirred at room temperature for 16 hours. The reaction solution was poured into water and extracted with ethyl acetate. The separated organic layer was washed with water and dried over anhydrous magnesium sulfate. The solvent was removed under reduced pressure and the residue was purified by sili...